This data is from the Open Reaction Database (ORD), a public repository of structured organic reaction records. The task is: describe an organic reaction: reactants, conditions, products, and yield Reactants: NC=1C=C(C=CC1OCC1=CC=CC=C1)CC#N ((3-amino-4-benzyloxyphenyl)acetonitrile). The reagents and catalysts are [Ni] (Raney nickel). The solvent is N (ammonia). The product is NCCC=1C=CC(=C(N)C1)OCC1=CC=CC=C1 (5-(2-aminoethyl)-2-benzyloxyaniline). Isolated yield 70.6%. As a reaction SMILES: [NH2:1][C:2]1[CH:3]=[C:4]([CH2:16][C:17]#[N:18])[CH:5]=[CH:6][C:7]=1[O:8][CH2:9][C:10]1[CH:15]=[CH:14][CH:13]=[CH:12][CH:11]=1>[Ni].N>[NH2:18][CH2:17][CH2:16][C:4]1[CH:5]=[CH:6][C:7]([O:8][CH2:9][C:10]2[CH:15]=[CH:14][CH:13]=[CH:12][CH:11]=2)=[C:2]([CH:3]=1)[NH2:1]. Procedure: In the presence of Raney nickel, 9.5 g of (3-amino-4-benzyloxyphenyl)acetonitrile is hydrogenated in 60 ml of ammonia-saturated methanol at 100° C. and under a pressure of 5,000 kPa. The hydrogenation product is chromatographed on silica gel with methylene chloride/methanol (7:3), thus obtaining 6.82 g of 5-(2-aminoethyl)-2-benzyloxyaniline as an oil, converted by treatment with 2N HCl in methanol and evaporation into the hydrochloride.